This data is from the Open Reaction Database (ORD), a public repository of structured organic reaction records. The task is: describe an organic reaction: reactants, conditions, products, and yield Reactants: CC(=O)OI1(C=2C=CC=CC2C(=O)O1)(OC(=O)C)OC(=O)C (Dess-Martin reagent), OCC1=C(N=C(N1)C=1C(NC=CC1I)=O)C (3-(5-(hydroxymethyl)-4-methyl-1H-imidazol-2-yl)-4-iodopyridin-2(1H)-one), C(C)(=O)OCC (Ethyl acetate). Run in ClCCl (dichloromethane). Reaction conditions: time 5 minute. Yields the product IC1=C(C(=NC=C1)OC)C=1NC(=C(N1)C)C=O (2-(4-iodo-2-methoxypyridin-3-yl)-4-methyl-1H-imidazole-5-carbaldehyde). Yield: 45.3%. RXN SMILES: [OH:1][CH2:2][C:3]1[NH:7][C:6]([C:8]2[C:9](=[O:15])[NH:10][CH:11]=[CH:12][C:13]=2[I:14])=[N:5][C:4]=1[CH3:16].[CH3:17]C(OI1(OC(C)=O)(OC(C)=O)OC(=O)C2C=CC=CC1=2)=O.C(OCC)(=O)C>ClCCl>[I:14][C:13]1[CH:12]=[CH:11][N:10]=[C:9]([O:15][CH3:17])[C:8]=1[C:6]1[NH:7][C:3]([CH:2]=[O:1])=[C:4]([CH3:16])[N:5]=1. Procedure details: To a stirred suspension of 3-(5-(hydroxymethyl)-4-methyl-1H-imidazol-2-yl)-4-iodopyridin-2(1H)-one (0.020 g, 0.0579 mmol) in dichloromethane (2 mL) was added the Dess-Martin reagent (0.049 g, 0.1158 mmol) at room temperature. The reaction became clear after 5 minutes of stirring. Ethyl acetate was added and the reaction was washed with 5% aqueous Na2S2O3.5H2O, saturated aqueous sodium bicarbonate and brine. The organic layer was driede over anhydrous magnesium sulfate, filtered and concentrated....